This data is from the Open Reaction Database (ORD), a public repository of structured organic reaction records. The task is: describe an organic reaction: reactants, conditions, products, and yield Reactants: N1=CC(=CC=C1)C=NOCCO (2-(3-pyridylmethyleneaminooxy)ethanol), N(=NC(=O)N1CCNCC1)C(=O)N1CCNCC1 (1,1'-(azodicarbonyl)dipiperazine), OC1=CC=C(CC2C(N(C(S2)=O)C(C2=CC=CC=C2)(C2=CC=CC=C2)C2=CC=CC=C2)=O)C=C1 (5-(4-hydroxybenzyl)-3-tritylthiazolidine-2,4-dione), C(CCC)P(CCCC)CCCC (tributylphosphine). The product is N1=CC(=CC=C1)C=NOCCOC1=CC=C(CC2C(NC(S2)=O)=O)C=C1 (5-{4-[2-(3-Pyridylmethyleneaminooxy)ethoxy]benzyl}-thiazolidine-2,4-dione). Yield: 85.9%. As a reaction SMILES: [N:1]1[CH:6]=[CH:5][CH:4]=[C:3]([CH:7]=[N:8][O:9][CH2:10][CH2:11][OH:12])[CH:2]=1.O[C:14]1[CH:46]=[CH:45][C:17]([CH2:18][CH:19]2[S:23][C:22](=[O:24])[N:21](C(C3C=CC=CC=3)(C3C=CC=CC=3)C3C=CC=CC=3)[C:20]2=[O:44])=[CH:16][CH:15]=1.C(P(CCCC)CCCC)CCC.N(C(N1CCNCC1)=O)=NC(N1CCNCC1)=O>>[N:1]1[CH:6]=[CH:5][CH:4]=[C:3]([CH:7]=[N:8][O:9][CH2:10][CH2:11][O:12][C:14]2[CH:46]=[CH:45][C:17]([CH2:18][CH:19]3[S:23][C:22](=[O:24])[NH:21][C:20]3=[O:44])=[CH:16][CH:15]=2)[CH:2]=1. Procedure: Following a procedure similar to that described in Example 3(a), but using 0.90 g of 2-(3-pyridylmethyleneaminooxy)ethanol (prepared as described in Preparation 5), 2.00 g of 5-(4-hydroxybenzyl)-3-tritylthiazolidine-2,4-dione, 1.32 ml of tributylphosphine and 1.23 g of 1,1'-(azodicarbonyl)dipiperazine, 1.37 g of the title compound were obtained as a crystalline powder, melting at 155°-157° C. Reactants: COc1c(NC(=O)c2cc3cccc([N+](=O)[O-])c3s2)cc(C(C)(C)C)cc1NS(C)(=O)=O, CCOC(C)=O. Product: COc1c(NC(=O)c2cc3cccc(N)c3s2)cc(C(C)(C)C)cc1NS(C)(=O)=O. As a reaction SMILES: [C:1]([CH3:2])([CH3:3])([CH3:4])[c:5]1[cH:6][c:7]([NH:28][S:29](=[O:30])(=[O:31])[CH3:32])[c:8]([O:26][CH3:27])[c:9]([NH:11][C:12](=[O:13])[c:14]2[cH:15][c:16]3[c:17]([s:18]2)[c:19]([N+:23]([O-:24])=[O:25])[cH:20][cH:21][cH:22]3)[cH:10]1.[CH3:33][CH2:34][O:35][C:36]([CH3:37])=[O:38]>>[C:1]([CH3:2])([CH3:3])([CH3:4])[c:5]1[cH:6][c:7]([NH:28][S:29](=[O:30])(=[O:31])[CH3:32])[c:8]([O:26][CH3:27])[c:9]([NH:11][C:12](=[O:13])[c:14]2[cH:15][c:16]3[c:17]([s:18]2)[c:19]([NH2:23])[cH:20][cH:21][cH:22]3)[cH:10]1. Reaction SMILES: [BH4-:26].[CH2:1]([CH2:2][CH3:3])[O:4][c:5]1[cH:6][c:7]([CH:8]=[O:9])[cH:10][cH:11][cH:12]1.[CH3:28][OH:29].[CH3:30][O:31][CH2:32][CH2:33][O:34][CH2:35][CH2:36][O:37][CH3:38].[F:13][c:14]1[cH:15][cH:16][c:17]2[nH:18][cH:19][c:20]([CH2:21][CH2:22][NH2:23])[c:24]2[cH:25]1.[Na+:27]>>[CH2:1]([CH2:2][CH3:3])[O:4][c:5]1[cH:6][c:7]([CH2:8][NH:23][CH2:22][CH2:21][c:20]2[cH:19][nH:18][c:17]3[cH:16][cH:15][c:14]([F:13])[cH:25][c:24]32)[cH:10][cH:11][cH:12]1. The reactants are [BH4-], CCCOc1cccc(C=O)c1, CO, COCCOCCOC, NCCc1c[nH]c2ccc(F)cc12, [Na+]. The product is CCCOc1cccc(CNCCc2c[nH]c3ccc(F)cc23)c1. Reactants: C(Cl)(Cl)Cl (CHCl3), FC(CCC#CCC#CCCCCC=CCCCCC)C=1OCC(N1)(C)C (2-(1-fluorononadec-13-en-4,7-diynyl)-4,5-dihydro-4,4-dimethyloxazole), O (water). The solvent is Cl (HCl). Run at temperature 23 celsius, time 15 minute. The product is FC(C(=O)O)CCC#CCC#CCCCC\C=C/CCCCC ((Z)-2-fluoro-14-eicosene-5,8-diynoic acid). Yield: 66.0%. As a reaction SMILES: [F:1][CH:2]([C:21]1[O:22]CC(C)(C)N=1)[CH2:3][CH2:4][C:5]#[C:6][CH2:7][C:8]#[C:9][CH2:10][CH2:11][CH2:12][CH2:13][CH:14]=[CH:15][CH2:16][CH2:17][CH2:18][CH2:19][CH3:20].C(Cl)(Cl)Cl.[OH2:32]>Cl>[F:1][CH:2]([CH2:3][CH2:4][C:5]#[C:6][CH2:7][C:8]#[C:9][CH2:10][CH2:11][CH2:12][CH2:13]/[CH:14]=[CH:15]\[CH2:16][CH2:17][CH2:18][CH2:19][CH3:20])[C:21]([OH:22])=[O:32]. Procedure: A suspension of 2-(1-fluorononadec-13-en-4,7-diynyl)-4,5-dihydro-4,4-dimethyloxazole (86 mg) in 3 ml of 3 N HCl was refluxed with stirring under argon for 15 min. It was cooled to about 23° C., diluted with 3 ml of water, and extracted three times with ether. The ether extracts were combined, washed with brine, and dried over MgSO4. Concentration of ether at 35° C./35 mmHg gave the crude acid which was purified by flash chromatography on silica gel (8 g, 230-400 mesh). Elution with HOAc-CH3OH--C...